From a dataset of the Open Reaction Database (ORD), a public repository of structured organic reaction records. describe an organic reaction: reactants, conditions, products, and yield RXN SMILES: [CH3:35][OH:36].[Cl:1][c:2]1[n:3][c:4]([C:9](=[O:10])[NH:11][CH:12]2[CH:13]([O:28][CH2:29][CH2:30][CH2:31][F:32])[CH2:14][N:15]([c:18]3[s:19][c:20]([C:23](=[O:24])[O:25][CH2:26][CH3:27])[cH:21][n:22]3)[CH2:16][CH2:17]2)[nH:5][c:6]1[CH2:7][CH3:8].[Li+:33].[OH-:34]>>[Cl:1][c:2]1[n:3][c:4]([C:9](=[O:10])[NH:11][CH:12]2[CH:13]([O:28][CH2:29][CH2:30][CH2:31][F:32])[CH2:14][N:15]([c:18]3[s:19][c:20]([C:23](=[O:24])[OH:25])[cH:21][n:22]3)[CH2:16][CH2:17]2)[nH:5][c:6]1[CH2:7][CH3:8]. Reactants: CO, CCOC(=O)c1cnc(N2CCC(NC(=O)c3nc(Cl)c(CC)[nH]3)C(OCCCF)C2)s1, [Li+], [OH-]. Product: CCc1[nH]c(C(=O)NC2CCN(c3ncc(C(=O)O)s3)CC2OCCCF)nc1Cl. Reactants: ClC1=NC2=CC(=C(C=C2N=C1C1=NC=CC=C1)Cl)Cl (2,6,7-trichloro-3-pyridin-2-yl-quinoxaline), COCCCN (3-methoxy-propylamine). Solvent: C1(=CC=CC=C1)C (toluene). Product: ClC=1C=C2N=C(C(=NC2=CC1Cl)NCCCOC)C1=NC=CC=C1 ((6,7-Dichloro-3-pyridin-2-yl-quinoxalin-2-yl)-(3-methoxypropyl)-amine). Yield: 76.9%. As a reaction SMILES: Cl[C:2]1[C:11]([C:12]2[CH:17]=[CH:16][CH:15]=[CH:14][N:13]=2)=[N:10][C:9]2[C:4](=[CH:5][C:6]([Cl:19])=[C:7]([Cl:18])[CH:8]=2)[N:3]=1.[CH3:20][O:21][CH2:22][CH2:23][CH2:24][NH2:25]>C1(C)C=CC=CC=1>[Cl:18][C:7]1[CH:8]=[C:9]2[C:4](=[CH:5][C:6]=1[Cl:19])[N:3]=[C:2]([NH:25][CH2:24][CH2:23][CH2:22][O:21][CH3:20])[C:11]([C:12]1[CH:17]=[CH:16][CH:15]=[CH:14][N:13]=1)=[N:10]2. Procedure details: A solution of 2,6,7-trichloro-3-pyridin-2-yl-quinoxaline (0.50 g) and 3-methoxy-propylamine (0.28 g) in toluene (20 mL) was refluxed under nitrogen for 16 hours. After refluxing, the reaction mixture was cooled, filtered, and concentrated under vacuum. The residue was recrystallized from methanol and water to give the product as a yellow solid (0.45 g); mp 99.5-100.5° C.